From a dataset of the Open Reaction Database (ORD), a public repository of structured organic reaction records. describe an organic reaction: reactants, conditions, products, and yield The reactants are C(C1=CC=CC=C1)N[C@H]1CN(C[C@H]1F)C(=O)OC(C)(C)C ((3S,4R)-tert-butyl 3-(benzylamino)-4-fluoropyrrolidine-1-carboxylate), 81. The reagents and catalysts are [Pd] (Pd—C). Solvent: C(C)O (ethanol). The product is N[C@H]1CN(C[C@H]1F)C(=O)OC(C)(C)C ((3S,4R)-tert-butyl 3-amino-4-fluoropyrrolidine-1-carboxylate), 83. Yield: 75.9%. Reaction SMILES: C([NH:8][C@@H:9]1[C@H:13]([F:14])[CH2:12][N:11]([C:15]([O:17][C:18]([CH3:21])([CH3:20])[CH3:19])=[O:16])[CH2:10]1)C1C=CC=CC=1>C(O)C.[Pd]>[NH2:8][C@@H:9]1[C@H:13]([F:14])[CH2:12][N:11]([C:15]([O:17][C:18]([CH3:21])([CH3:20])[CH3:19])=[O:16])[CH2:10]1. Procedure details: (3S,4R)-tert-butyl 3-(benzylamino)-4-fluoropyrrolidine-1-carboxylate, 81 (16 mg, 0.054 mmol) was subjected to hydrogenolysis with 10 wt % Pd—C(10 mg) in ethanol (3 ml). The completed reaction mixture was filtered, concentrated and azeotroped with CDCl3 to provide (3S,4R)-tert-butyl 3-amino-4-fluoropyrrolidine-1-carboxylate, 83 (8.3 mg, 0.041 mmol, 75.9% yield). Reactants: C(CCC)OC1=NC(=C2N=C(N(C2=N1)CCCCC1CNCCC1)OC)N (2-(butyloxy)-8-(methyloxy)-9-[4-(3-piperidinyl)butyl]-9H-purin-6-amine), BrCCC(C)C (1-bromo-3-methylbutane). The product is NC1=C2NC(N(C2=NC(=N1)OCCCC)CCCCC1CN(CCC1)CCC(C)C)=O (6-Amino-2-(butyloxy)-9-{4-[1-(3-methylbutyl)-3-piperidinyl]butyl}-7,9-dihydro-8H-purin-8-one). As a reaction SMILES: [CH2:1]([O:5][C:6]1[N:14]=[C:13]2[C:9]([N:10]=[C:11]([O:25]C)[N:12]2[CH2:15][CH2:16][CH2:17][CH2:18][CH:19]2[CH2:24][CH2:23][CH2:22][NH:21][CH2:20]2)=[C:8]([NH2:27])[N:7]=1)[CH2:2][CH2:3][CH3:4].Br[CH2:29][CH2:30][CH:31]([CH3:33])[CH3:32]>>[NH2:27][C:8]1[N:7]=[C:6]([O:5][CH2:1][CH2:2][CH2:3][CH3:4])[N:14]=[C:13]2[C:9]=1[NH:10][C:11](=[O:25])[N:12]2[CH2:15][CH2:16][CH2:17][CH2:18][CH:19]1[CH2:24][CH2:23][CH2:22][N:21]([CH2:29][CH2:30][CH:31]([CH3:33])[CH3:32])[CH2:20]1. Procedure: Prepared similarly to Example 14 from 2-(butyloxy)-8-(methyloxy)-9-[4-(3-piperidinyl)butyl]-9H-purin-6-amine and 1-bromo-3-methylbutane. Starting materials: FC1=C(C#N)C(=CC(=C1)C1=NC(=NC(=C1)N1[C@@H](COCC1)C)NC)F (2,6-difluoro-4-{2-(methylamino)-6-[(3R)-3-methyl-4-morpholinyl]-4-pyrimidinyl}benzonitrile), solution, C[O-].[Na+] (sodium methoxide), CO (CH3OH), CCN(C(C)C)C(C)C (Hunig's base), O.NN (hydrazine hydrate). Solvent: CN(C)C=O (DMF), CCOC(=O)C (EtOAc), C(C)O (ethanol). Run at time 2 hour. Yields the product CNC1=NC(=CC(=N1)C1=CC(=C2C(=NNC2=C1)N)OC)N1[C@@H](COCC1)C (6-{2-(Methylamino)-6-[(3R)-3-methyl-4-morpholinyl]-4-pyrimidinyl}-4-(methyloxy)-1H-indazol-3-amine). Reaction SMILES: F[C:2]1[CH:9]=[C:8]([C:10]2C=C(N3CCOC[C@H]3C)[N:13]=[C:12]([NH:23][CH3:24])[N:11]=2)[CH:7]=[C:6](F)[C:3]=1[C:4]#[N:5].[CH3:26][O-:27].[Na+].CO.[CH3:31][CH2:32][N:33]([CH:37]([CH3:39])C)[CH:34]([CH3:36])[CH3:35].[OH2:40].[NH2:41][NH2:42]>C(O)C.CCOC(C)=O.CN(C=O)C>[CH3:24][NH:23][C:12]1[N:11]=[C:10]([C:8]2[CH:9]=[C:2]3[C:3]([C:4]([NH2:5])=[N:41][NH:42]3)=[C:6]([O:27][CH3:26])[CH:7]=2)[CH:39]=[C:37]([N:33]2[CH2:32][CH2:31][O:40][CH2:36][C@H:34]2[CH3:35])[N:13]=1 |f:1.2,5.6|. Reported procedure: A 100 mL RBF was charged with sodium hydride (73.1 mg, 2.90 mmol), placed under a nitrogen atmosphere and cooled to 0° C. Then CH3OH (10 mL) was added dropwise via syringe, and the resulting mixture was stirred at this temperature for 10 minutes. Then the mixture was warmed to room temperature for 10 minutes to give a cloudy solution of sodium methoxide in CH3OH. To a 4-mL vial was added 2,6-difluoro-4-{2-(methylamino)-6-[(3R)-3-methyl-4-morpholinyl]-4-pyrimidinyl}benzonitrile (100 mg, 0.290 mmo... Reactants: N1=C(Cl)N=C(Cl)N=C1Cl (cyanuric chloride), N(CCO)CCO (diethanolamine), C([O-])(O)=O.[Na+] (Sodium bicarbonate), ice. Solvent: CC(=O)C (acetone). Conditions: temperature 10 celsius, time 1 hour. The product is ClC1=NC(=NC(=N1)Cl)N(CCO)CCO (2,4-Dichloro-6-di(hydroxyethyl)amino-s-triazine). RXN SMILES: [N:1]1[C:8]([Cl:9])=[N:7][C:5](Cl)=[N:4][C:2]=1[Cl:3].C(=O)(O)[O-].[Na+].[NH:15]([CH2:19][CH2:20][OH:21])[CH2:16][CH2:17][OH:18]>CC(C)=O>[Cl:9][C:8]1[N:1]=[C:2]([Cl:3])[N:4]=[C:5]([N:15]([CH2:19][CH2:20][OH:21])[CH2:16][CH2:17][OH:18])[N:7]=1 |f:1.2|. Procedure details: 25 Grams cyanuric chloride was dissolved in 145 ml. acetone and the solution poured over 100 grams of ice. Sodium bicarbonate (12.4 grams) was added. While maintaining the temperature at 10°C., diethanolamine (15.5 grams) was added dropwise over a period of about 30 minutes. The temperature was raised to 20°-25°C. and the mixture stirred for about 1 hour. The reaction mixture was filtered, washed witth water and dried to give 31.4 grams of product.